Dataset: the Open Reaction Database (ORD), a public repository of structured organic reaction records. Task: describe an organic reaction: reactants, conditions, products, and yield Procedure details: Racemic 3-hydroxybutyl tosylate was prepared in a manner described by Ferreira et al., Tetrahedron, 46, pp. 6311-6318, (1990). To a solution of the racemic tosylate (9.2 g, 37.7 mmol) in acetonitrile (190 ml) was added 6-fluoro-3-(4-piperidinyl)-1,2-piperidinyl)-1,2-benzisoxazole (8.3 g, 37.7 mmol) followed by milled potassium carbonate (7.8 g, 56.6 mmol) at room temperature under nitrogen. The reaction mixture was warmed to reflux for 4.5 hours and allowed to cool to room temperature. The solid... Reaction SMILES: [S:1]([C:5]1[CH:11]=[CH:10][C:8]([CH3:9])=[CH:7][CH:6]=1)([O-:4])(=[O:3])=[O:2].[O:12]1[C:16]2[CH:17]=CC=C[C:15]=2[CH:14]=N1.C(=O)([O-])[O-].[K+].[K+]>C(#N)C>[S:1]([C:5]1[CH:11]=[CH:10][C:8]([CH3:9])=[CH:7][CH:6]=1)([O:4][CH2:14][CH2:15][CH:16]([OH:12])[CH3:17])(=[O:3])=[O:2] |f:2.3.4|. Reactants: S(=O)(=O)([O-])C1=CC=C(C)C=C1 (racemic tosylate), O1N=CC2=C1C=CC=C2 (1,2-benzisoxazole), C([O-])([O-])=O.[K+].[K+] (potassium carbonate). Product: S(=O)(=O)(OCCC(C)O)C1=CC=C(C)C=C1 (Racemic 3-hydroxybutyl tosylate), crude product. The solvent is C(C)#N (acetonitrile). Reactants: BrCCC1=C(C(=O)OC)C=C(C=C1)Cl (methyl 2-(bromoethyl)-5-chlorobenzoate), FC=1C=C(C=CC1F)O (3,4-difluorophenol). Procedure: The title compound was prepared according to the procedure described in step 1 of Example 1 from methyl 2-(bromoethyl)-5-chlorobenzoate and 3,4-difluorophenol: RXN SMILES: BrC[CH2:3][C:4]1[CH:13]=[CH:12][C:11]([Cl:14])=[CH:10][C:5]=1[C:6]([O:8][CH3:9])=[O:7].[F:15][C:16]1[CH:17]=[C:18]([OH:23])[CH:19]=[CH:20][C:21]=1[F:22]>>[Cl:14][C:11]1[CH:12]=[CH:13][C:4]([CH2:3][O:23][C:18]2[CH:19]=[CH:20][C:21]([F:22])=[C:16]([F:15])[CH:17]=2)=[C:5]([CH:10]=1)[C:6]([O:8][CH3:9])=[O:7]. Product: ClC=1C=CC(=C(C(=O)OC)C1)COC1=CC(=C(C=C1)F)F (Methyl 5-chloro-2-[(3,4-difluorophenoxy)methyl]benzoate).